Dataset: the Open Reaction Database (ORD), a public repository of structured organic reaction records. Task: describe an organic reaction: reactants, conditions, products, and yield Reactants: [Cl-].[NH4+] (ammonium chloride), CC(C)([O-])C.[K+] (Potassium t-butoxide), C1(=CC=CC=C1)CN1S(NC(C1=O)CCC)(=O)=O (2-phenylmethyl-4-propyl-1,2,5-thiadiazolidin-3-one 1,1-dioxide), CI (methyl iodide). The solvent is C1CCOC1 (THF). Run at time 1 hour. Product: C1(=CC=CC=C1)CN1S(N(C(C1=O)CCC)C)(=O)=O (2-phenylmethyl-5-methyl-4-propyl-1,2,5-thiadiazolidin-3-one 1,1-dioxide). Isolated yield 99.6%. As a reaction SMILES: [CH3:1]C(C)([O-])C.[K+].[C:7]1([CH2:13][N:14]2[C:18](=[O:19])[CH:17]([CH2:20][CH2:21][CH3:22])[NH:16][S:15]2(=[O:24])=[O:23])[CH:12]=[CH:11][CH:10]=[CH:9][CH:8]=1.CI.[Cl-].[NH4+]>C1COCC1>[C:7]1([CH2:13][N:14]2[C:18](=[O:19])[CH:17]([CH2:20][CH2:21][CH3:22])[N:16]([CH3:1])[S:15]2(=[O:23])=[O:24])[CH:8]=[CH:9][CH:10]=[CH:11][CH:12]=1 |f:0.1,4.5|. Procedure: Potassium t-butoxide (1.83 g, 14.9 mmol) was added to a solution of 2-phenylmethyl-4-propyl-1,2,5-thiadiazolidin-3-one 1,1-dioxide (4 g, 14.9 mmol) in 150 ml of THF at 0° C. and the mixture was stirred for 1 hour at the same temperature. To the above mixture was added 10.58 g (74.6 mmol) of methyl iodide, and the reaction mixture was stirred at 0° C. for 0.5 hour, at room temperature for 6 hours, and decomposed with saturated ammonium chloride solution. The resulting mixture was extracted with m... Reactants: Br[Mg]c1ccccc1, CC(C)c1c(C=O)c(OCc2ccccc2)nn1C(C)C, [Cl-], [NH4+], C1CCOC1, O. Product: CC(C)c1c(C(O)c2ccccc2)c(OCc2ccccc2)nn1C(C)C. As a reaction SMILES: [Br:22][Mg:23][c:24]1[cH:25][cH:26][cH:27][cH:28][cH:29]1.[CH2:1]([c:2]1[cH:3][cH:4][cH:5][cH:6][cH:7]1)[O:8][c:9]1[n:10][n:11]([CH:19]([CH3:20])[CH3:21])[c:12]([CH:16]([CH3:17])[CH3:18])[c:13]1[CH:14]=[O:15].[Cl-:30].[NH4+:31].[O:33]1[CH2:34][CH2:35][CH2:36][CH2:37]1.[OH2:32]>>[CH2:1]([c:2]1[cH:3][cH:4][cH:5][cH:6][cH:7]1)[O:8][c:9]1[n:10][n:11]([CH:19]([CH3:20])[CH3:21])[c:12]([CH:16]([CH3:17])[CH3:18])[c:13]1[CH:14]([OH:15])[c:24]1[cH:25][cH:26][cH:27][cH:28][cH:29]1. Reactants: ClC1=NC=CC(=N1)C=1C=C(C=O)C=CC1 (3-(2-Chloro-pyrimidin-4-yl)-benzaldehyde), C(C)(C)(C)OC(=O)N1CCNCCC1 ([1,4]Diazepane-1-carboxylic acid tert-butyl ester), 403. The product is C(C)(C)(C)OC(=O)N1CCN(CCC1)CC1=CC(=CC=C1)C1=NC(=NC=C1)Cl (4-[3-(2-Chloro-pyrimidin-4-yl)-benzyl]-[1,4]diazepane-1-carboxylic acid tert-butyl ester). As a reaction SMILES: [Cl:1][C:2]1[N:7]=[C:6]([C:8]2[CH:9]=[C:10]([CH:13]=[CH:14][CH:15]=2)[CH:11]=O)[CH:5]=[CH:4][N:3]=1.[C:16]([O:20][C:21]([N:23]1[CH2:29][CH2:28][CH2:27][NH:26][CH2:25][CH2:24]1)=[O:22])([CH3:19])([CH3:18])[CH3:17]>>[C:16]([O:20][C:21]([N:23]1[CH2:29][CH2:28][CH2:27][N:26]([CH2:11][C:10]2[CH:13]=[CH:14][CH:15]=[C:8]([C:6]3[CH:5]=[CH:4][N:3]=[C:2]([Cl:1])[N:7]=3)[CH:9]=2)[CH2:25][CH2:24]1)=[O:22])([CH3:19])([CH3:17])[CH3:18]. Reported procedure: Intermediate 1 was coupled with [1,4]Diazepane-1-carboxylic acid tert-butyl ester following procedure B. LC-MS showed the product had the expected M+H+ of 403. The reactants are Cl (Hydrochloric acid), C(C)OC(C(C(CC)C=1C=NC(=CC1)NC(=O)OC(C)(C)C)CSC(C)=O)=O (2-acetylsulfanylmethyl-3-(6-tert-butoxycarbonylamino-pyridin-3-yl)-pentanoic acid ethyl ester). The product is NC1=CC=C(C=N1)C(C(C(=O)O)CS)CC (3-(6-Amino-pyridin-3-yl)-2-mercaptomethyl-pentanoic acid), hydrochloride salt. Yield: 97.0%. As a reaction SMILES: Cl.C([O:4][C:5](=[O:29])[CH:6]([CH2:24][S:25]C(=O)C)[CH:7]([C:10]1[CH:11]=[N:12][C:13]([NH:16]C(OC(C)(C)C)=O)=[CH:14][CH:15]=1)[CH2:8][CH3:9])C>>[NH2:16][C:13]1[N:12]=[CH:11][C:10]([CH:7]([CH2:8][CH3:9])[CH:6]([CH2:24][SH:25])[C:5]([OH:29])=[O:4])=[CH:15][CH:14]=1. Reported procedure: Hydrochloric acid (38%, 4 mL) was added to 2-acetylsulfanylmethyl-3-(6-tert-butoxycarbonylamino-pyridin-3-yl)-pentanoic acid ethyl ester (0.041 g, 0.1 mmol) under argon and the mixture was heated to reflux for 4 h. Concentration under reduced pressure and drying (45° C., 0.3 mbar) afforded the title compound as the hydrochloride salt (0.027 mg, 97%). The reactants are NC1CN2CCC1CC2 (3-aminoquinuclidine), CN1CCOCC1 (N-methylmorpholine), ClC=1C=C(C2=C(N(C(CO2)=O)C)C1)C(=O)Cl (6-chloro-3,4-dihydro-4-methyl-3-oxo-2H-1,4-benzoxazine-8-carboxylic acid chloride). Run in C(Cl)(Cl)Cl (chloroform). Product: Cl.ClC=1C=C(C2=C(N(C(CO2)=O)C)C1)C(=O)NC1CN2CCC1CC2 (6-chloro-3,4-dihydro-4-methyl-3-oxo-N-(3-quinuclidinyl)-2H-1,4-benzoxazine-8-carboxamide hydrochloride). Reaction SMILES: [NH2:1][CH:2]1[CH:7]2[CH2:8][CH2:9][N:4]([CH2:5][CH2:6]2)[CH2:3]1.CN1CCOCC1.[Cl:17][C:18]1[CH:19]=[C:20]([C:30](Cl)=[O:31])[C:21]2[O:26][CH2:25][C:24](=[O:27])[N:23]([CH3:28])[C:22]=2[CH:29]=1>C(Cl)(Cl)Cl>[ClH:17].[Cl:17][C:18]1[CH:19]=[C:20]([C:30]([NH:1][CH:2]2[CH:7]3[CH2:8][CH2:9][N:4]([CH2:5][CH2:6]3)[CH2:3]2)=[O:31])[C:21]2[O:26][CH2:25][C:24](=[O:27])[N:23]([CH3:28])[C:22]=2[CH:29]=1 |f:4.5|. Procedure details: To a solution of 3.0 g of 3-aminoquinuclidine and 3.0 g of N-methylmorpholine in 60 ml of chloroform is added 6.2 g of 6-chloro-3,4-dihydro-4-methyl-3-oxo-2H-1,4-benzoxazine-8-carboxylic acid chloride under cooling and stirring followed by stirring for 2 hours. The resultant solution is washed with water, aqueous sodium hydrogen carbonate and then water, and dried over magnesium sulfate. After the solvent is distilled off under reduced pressure, the residue is recrystallized from ethanol-isoprop... Reactants: CCOC(=O)c1nc(C)n2c1CN=C(c1ccccn1)c1cc(Br)ccc1-2, CO, [K+], [OH-], O. Product: Cc1nc(C(=O)O)c2n1-c1ccc(Br)cc1C(c1ccccn1)=NC2. RXN SMILES: [Br:1][c:2]1[cH:3][cH:4][c:5]2[c:6]([cH:27]1)[C:7]([c:21]1[n:22][cH:23][cH:24][cH:25][cH:26]1)=[N:8][CH2:9][c:10]1[n:11]-2[c:12]([CH3:20])[n:13][c:14]1[C:15](=[O:16])[O:17][CH2:18][CH3:19].[CH3:28][OH:29].[K+:31].[OH-:30].[OH2:32]>>[Br:1][c:2]1[cH:3][cH:4][c:5]2[c:6]([cH:27]1)[C:7]([c:21]1[n:22][cH:23][cH:24][cH:25][cH:26]1)=[N:8][CH2:9][c:10]1[n:11]-2[c:12]([CH3:20])[n:13][c:14]1[C:15](=[O:16])[OH:17]. The reactants are FC1=C(C(=C(C(=C1OC(C1=C(C=CC=C1)NCC1=CC=NC=C1)=O)F)F)F)F (2-[(Pyridin-4-ylmethyl)-amino]-benzoic acid pentafluorophenyl ester), C1(=CC=CC2=CC=CC=C12)CON (O-naphthalen-1-ylmethyl-hydroxylamine). The solvent is CN(C)C=O (DMF). Run at temperature 50 celsius, time 15 hour. Product: C1(=CC=CC2=CC=CC=C12)CONC(C1=C(C=CC=C1)NCC1=CC=NC=C1)=O (N-(Naphthalen-1-ylmethoxy)-2-[(pyridin-4-ylmethyl)-amino]-benzamide). Reaction SMILES: FC1C(O[C:9](=[O:24])[C:10]2[CH:15]=[CH:14][CH:13]=[CH:12][C:11]=2[NH:16][CH2:17][C:18]2[CH:23]=[CH:22][N:21]=[CH:20][CH:19]=2)=C(F)C(F)=C(F)C=1F.[C:29]1([CH2:39][O:40][NH2:41])[C:38]2[C:33](=[CH:34][CH:35]=[CH:36][CH:37]=2)[CH:32]=[CH:31][CH:30]=1>CN(C=O)C>[C:29]1([CH2:39][O:40][NH:41][C:9](=[O:24])[C:10]2[CH:15]=[CH:14][CH:13]=[CH:12][C:11]=2[NH:16][CH2:17][C:18]2[CH:19]=[CH:20][N:21]=[CH:22][CH:23]=2)[C:38]2[C:33](=[CH:34][CH:35]=[CH:36][CH:37]=2)[CH:32]=[CH:31][CH:30]=1. Procedure details: 2-[(Pyridin-4-ylmethyl)-amino]-benzoic acid pentafluorophenyl ester (preparation 7C, 150 mg) and O-naphthalen-1-ylmethyl-hydroxylamine (preparation 53, 1.05 eq.) was dissolved in DMF and the stirred mixture was heated to 50° C. The reaction mixture was stirred at this temperature for 15 hours. The mixture was cooled to room temperature and partitioned between EtOAc and water. The organic layer washed with brine, dried (MgSO4) and evaporated under reduced pressure. The residue was purified by col... The reactants are O=C([O-])O, CI, CN(C)C=O, O=C(O)c1ccc2oc(SCCC=C(F)F)nc2c1, [Na+]. Yields the product COC(=O)c1ccc2oc(SCCC=C(F)F)nc2c1. RXN SMILES: [C:20](=[O:21])([O-:22])[OH:23].[CH3:25][I:26].[CH3:27][N:28]([CH3:29])[CH:30]=[O:31].[F:1][C:2](=[CH:3][CH2:4][CH2:5][S:6][c:7]1[o:8][c:9]2[c:10]([n:11]1)[cH:12][c:13]([C:16](=[O:17])[OH:18])[cH:14][cH:15]2)[F:19].[Na+:24]>>[F:1][C:2](=[CH:3][CH2:4][CH2:5][S:6][c:7]1[o:8][c:9]2[c:10]([n:11]1)[cH:12][c:13]([C:16](=[O:17])[O:18][CH3:20])[cH:14][cH:15]2)[F:19]. Reactants: COC(=O)C=1C=CC=C2CCCSC12 (Methylthiochroman-8-carboxylate), [OH-].[Na+] (sodium hydroxide). Solvent: C(C)O (ethanol). Conditions: time 5 hour. Product: S1CCCC2=CC=CC(=C12)C(=O)O (thiochroman-8-carboxylic acid). Yield: 76.5%. RXN SMILES: C[O:2][C:3]([C:5]1[CH:6]=[CH:7][CH:8]=[C:9]2[C:14]=1[S:13][CH2:12][CH2:11][CH2:10]2)=[O:4].[OH-].[Na+]>C(O)C>[S:13]1[C:14]2[C:9](=[CH:8][CH:7]=[CH:6][C:5]=2[C:3]([OH:4])=[O:2])[CH2:10][CH2:11][CH2:12]1 |f:1.2|. Procedure: Methylthiochroman-8-carboxylate (0.220 g, 1.05 mmol) was dissolved in ethanol (5 ml) and treated with 10% sodium hydroxide solution (10 ml). The mixture was then heated to reflux with stirring. After 5 h, the reaction mixture was allowed to cool. The ethanol present was then removed by evaporation under reduced pressure. The aqueous residue was then washed with CH2Cl2 (2×) before being acidified to pH1 using 5M HCl. The resultant pale yellow precipitate was then filtered off and dried in vacuo t... The reactants are C1(=CC=CC=C1)C=1OC2=C(C1)C=CC=C2 (2-phenylbenzofuran), stannic chloride, O (water), COC1=CC=C(C=C1)S(=O)(=O)Cl (4-methoxybenzenesulfonyl chloride), C(Cl)Cl (methylene chloride). The solvent is CCOCC (Ether). Conditions: time 12 hour. The product is COC1=CC=C(C=C1)S(=O)(=O)C1=C(OC2=C1C=CC=C2)C2=CC=CC=C2 (3-(4-methoxyphenylsulfonyl)-2-phenylbenzofuran). As a reaction SMILES: [C:1]1([C:7]2[O:8][C:9]3[CH:15]=[CH:14][CH:13]=[CH:12][C:10]=3[CH:11]=2)[CH:6]=[CH:5][CH:4]=[CH:3][CH:2]=1.[CH3:16][O:17][C:18]1[CH:23]=[CH:22][C:21]([S:24](Cl)(=[O:26])=[O:25])=[CH:20][CH:19]=1.C(Cl)Cl.O>CCOCC>[CH3:16][O:17][C:18]1[CH:19]=[CH:20][C:21]([S:24]([C:11]2[C:10]3[CH:12]=[CH:13][CH:14]=[CH:15][C:9]=3[O:8][C:7]=2[C:1]2[CH:6]=[CH:5][CH:4]=[CH:3][CH:2]=2)(=[O:26])=[O:25])=[CH:22][CH:23]=1. Procedure details: To a solution of 3.9 g.(0.02 mol.) of 2-phenylbenzofuran and 6.2 g. (0.03 mol.) of 4-methoxybenzenesulfonyl chloride in 50 ml. of methylene chloride was added 3.5 ml. (7.83 g., 0.03 mol.) of stannic chloride. The reaction mixture was stirred at ambient temperature for about 12 hours then poured into 150 ml. of water. The layers were separated and the organic phase was extracted once with 10% aqueous sodium bicarbonate solution, three times with water and once with a saturated sodium chloride sol...